Dataset: the Open Reaction Database (ORD), a public repository of structured organic reaction records. Task: describe an organic reaction: reactants, conditions, products, and yield Starting materials: Cl (hydrochloric acid), S(O)(O)(=O)=O (sulfuric acid), OC1(CCCCC1)C=1C=CC(N(C1)C)=O (5-(1-hydroxycyclohexyl)-1-methyl-2(1H)-pyridinone), [C-]#N.[K+] (potassium cyanide). Solvent: FC(C(=O)O)(F)F (trifluoroacetic acid), C(C)OCC (diethyl ether), CO (methanol). Run at time 18 hour. Yields the product Cl.NC1(CCCCC1)C=1C=CC(N(C1)C)=O (5-(1-Aminocyclohexyl)-1-methyl-2(1H)-pyridinone hydrochloride). Reaction SMILES: S(=O)(=O)(O)O.O[C:7]1([C:13]2[CH:14]=[CH:15][C:16](=[O:20])[N:17]([CH3:19])[CH:18]=2)[CH2:12][CH2:11][CH2:10][CH2:9][CH2:8]1.[C-]#[N:22].[K+].[ClH:24]>FC(F)(F)C(O)=O.CO.C(OCC)C>[ClH:24].[NH2:22][C:7]1([C:13]2[CH:14]=[CH:15][C:16](=[O:20])[N:17]([CH3:19])[CH:18]=2)[CH2:12][CH2:11][CH2:10][CH2:9][CH2:8]1 |f:2.3,8.9|. Procedure details: Concentrated sulfuric acid (67 ml) was added dropwise over 45 minutes to a suspension of 5-(1-hydroxycyclohexyl)-1-methyl-2(1H)-pyridinone (17.2 g) and potassium cyanide (16.3 g) in 334 ml of trifluoroacetic acid at 0° C. The resulting suspension was stirred at room temperature for 18 hours, and then it was cooled to 0° C., and diethyl ether was added slowly. The solvent was decanted, and the solids were washed with diethyl ether. The product was then dissolved in methanol and neutralized with p... Starting materials: [OH-].[Na+] (Sodium hydroxide), OC=1C=CC=2C(=NON2)C1 (5-hydroxybenzofurazan), BrCCBr (1,2-dibromoethane). The solvent is C(C)O (ethanol). Conditions: time 30 minute. The product is BrCCOC=1C=CC=2C(=NON2)C1 (5-(2-bromoethoxy)benzofurazan). Reaction SMILES: [OH-].[Na+].[OH:3][C:4]1[CH:5]=[CH:6][C:7]2[C:8]([CH:12]=1)=[N:9][O:10][N:11]=2.[Br:13][CH2:14][CH2:15]Br>C(O)C>[Br:13][CH2:14][CH2:15][O:3][C:4]1[CH:5]=[CH:6][C:7]2[C:8]([CH:12]=1)=[N:9][O:10][N:11]=2 |f:0.1|. Procedure details: Sodium hydroxide (40 mg. 1 mmol) was added to a solution of 5-hydroxybenzofurazan (136 mg, 1 mmol) in ethanol (2 ml) and the mixture was stirred at room temperature for 30 minutes, 1,2-dibromoethane (0.26 ml, 0.56 g, 3 mmol) was added and the mixture was heated under reflux for 20 hours, cooled and the solvent was evaporated under reduced pressure. Aqueous sodium bicarbonate (saturated, 10 ml) was added and the mixture was extracted with dichloromethane (3×10 ml). The combined organic fractions ... Product: CC(O)CNC(C)c1ccc(F)cc1. Reactants: [BH4-], CCO, CCOC(C)=O, CC(=O)CNC(C)c1ccc(F)cc1, [Na+], O. RXN SMILES: [BH4-:1].[CH3:17][CH2:18][OH:19].[CH3:21][CH2:22][O:23][C:24](=[O:25])[CH3:26].[F:3][c:4]1[cH:5][cH:6][c:7]([CH:10]([CH3:11])[NH:12][CH2:13][C:14]([CH3:15])=[O:16])[cH:8][cH:9]1.[Na+:2].[OH2:20]>>[F:3][c:4]1[cH:5][cH:6][c:7]([CH:10]([CH3:11])[NH:12][CH2:13][CH:14]([CH3:15])[OH:16])[cH:8][cH:9]1. Reactants: C(CC)OC1=NC(=NC=C1)SC=1C=CC=C2C=CC=NC12 (8-(4-n-propoxy-2-pyrimidylthio)quinoline), C([O-])(O)=O.[Na+] (sodium bicarbonate), ClC1=CC(=CC=C1)C(=O)OO (m-chloroperbenzoic acid). The solvent is C(Cl)Cl (methylene chloride), C(Cl)Cl (methylene chloride). Run at time 30 minute. Yields the product C(CC)OC1=NC(=NC=C1)S(=O)C=1C=CC=C2C=CC=NC12 (8-(4-n-Propoxy-2-pyrimidylsulfinyl)-quinoline). RXN SMILES: [CH2:1]([O:4][C:5]1[CH:10]=[CH:9][N:8]=[C:7]([S:11][C:12]2[CH:13]=[CH:14][CH:15]=[C:16]3[C:21]=2[N:20]=[CH:19][CH:18]=[CH:17]3)[N:6]=1)[CH2:2][CH3:3].C(=O)(O)[O-:23].[Na+].ClC1C=CC=C(C(OO)=O)C=1>C(Cl)Cl>[CH2:1]([O:4][C:5]1[CH:10]=[CH:9][N:8]=[C:7]([S:11]([C:12]2[CH:13]=[CH:14][CH:15]=[C:16]3[C:21]=2[N:20]=[CH:19][CH:18]=[CH:17]3)=[O:23])[N:6]=1)[CH2:2][CH3:3] |f:1.2|. Procedure: To a mixture of 710 mg. (2.38 m mole) of 8-(4-n-propoxy-2-pyrimidylthio)quinoline and 999 mg. of sodium bicarbonate (11.9 m mole) in 40 ml. of methylene chloride cooled to 0° C. was added dropwise over a period of 15 minutes 574 mg. (3.33 m mole) of m-chloroperbenzoic acid in 15 ml. of the same solvent. The reaction mixture was stirred for 30 minutes and was then allowed to warm to room temperature and stirred overnight. The reaction was diluted with methylene chloride and the organic layer wash... Starting materials: COc1ccc(Br)c(C(=O)O)c1, Br, COCCn1c(=N)sc2ccccc21. The product is COCCn1c(=NC(=O)c2cc(OC)ccc2Br)sc2ccccc21. RXN SMILES: [Br:16][c:17]1[c:18]([C:19](=[O:20])[OH:21])[cH:22][c:23]([O:26][CH3:27])[cH:24][cH:25]1.[BrH:1].[CH3:2][O:3][CH2:4][CH2:5][n:6]1[c:7](=[NH:15])[s:8][c:9]2[c:10]1[cH:11][cH:12][cH:13][cH:14]2>>[CH3:2][O:3][CH2:4][CH2:5][n:6]1[c:7](=[N:15][C:19]([c:18]2[c:17]([Br:16])[cH:25][cH:24][c:23]([O:26][CH3:27])[cH:22]2)=[O:20])[s:8][c:9]2[c:10]1[cH:11][cH:12][cH:13][cH:14]2. Reactants: Cl (hydrochloric acid), C(C1=CC=CC=C1)OCC(CO)O (3-O-Benzylglycerol), BrCCCCCCCCCCCCCCCC (1-bromohexadecane), [OH-].[K+] (potassium hydroxide). Solvent: C1=CC=CC=C1 (benzene). Reaction conditions: time 16 hour. Yields the product C(CCCCCCCCCCCCCCC)OCC(OCCCCCCCCCCCCCCCC)COCC1=CC=CC=C1 (1,2-O-Dihexadecyl-3-O-benzylglycerol). Yield: 138.7%. As a reaction SMILES: [CH2:1]([O:8][CH2:9][CH:10]([OH:13])[CH2:11][OH:12])[C:2]1[CH:7]=[CH:6][CH:5]=[CH:4][CH:3]=1.Br[CH2:15][CH2:16][CH2:17][CH2:18][CH2:19][CH2:20][CH2:21][CH2:22][CH2:23][CH2:24][CH2:25][CH2:26][CH2:27][CH2:28][CH2:29][CH3:30].[OH-].[K+].Cl>C1C=CC=CC=1>[CH2:15]([O:12][CH2:11][CH:10]([CH2:9][O:8][CH2:1][C:2]1[CH:7]=[CH:6][CH:5]=[CH:4][CH:3]=1)[O:13][CH2:30][CH2:29][CH2:28][CH2:27][CH2:26][CH2:25][CH2:24][CH2:23][CH2:22][CH2:21][CH2:20][CH2:19][CH2:18][CH2:17][CH2:16][CH3:15])[CH2:16][CH2:17][CH2:18][CH2:19][CH2:20][CH2:21][CH2:22][CH2:23][CH2:24][CH2:25][CH2:26][CH2:27][CH2:28][CH2:29][CH3:30] |f:2.3|. Reported procedure: 3-O-Benzylglycerol (9.0 g, 0.05 mole) and 25 g (0.08 mole) of 1-bromohexadecane are dissolved in 50 ml of dry benzene, 8.8 g (0.16 mole) of potassium hydroxide is added to the solution, and the mixture is heated under reflux with stirring for 16 hours. The reaction mixture is neutralized by adding hydrochloric acid then extracted with 50 ml of ethyl acetate. The extract is washed in sequence with 2.5% potassium hydrogen carbonate and water and dried over anhydrous sodium sulfate. The solvent is ... RXN SMILES: [CH:1]1[C:14]2[C:13]3([CH2:16][N:17]4[CH2:22][CH2:21][C:20](=[O:23])[CH2:19][CH2:18]4)[CH2:15][CH:6]([C:7]4[C:12]3=[CH:11][CH:10]=[CH:9][CH:8]=4)[C:5]=2[CH:4]=[CH:3][CH:2]=1.Br[C:25]1[CH:29]=[CH:28][O:27][CH:26]=1>>[CH:11]1[C:12]2[C:13]3([CH2:16][N:17]4[CH2:22][CH2:21][C:20]([C:25]5[CH:29]=[CH:28][O:27][CH:26]=5)([OH:23])[CH2:19][CH2:18]4)[CH2:15][CH:6]([C:5]4[C:14]3=[CH:1][CH:2]=[CH:3][CH:4]=4)[C:7]=2[CH:8]=[CH:9][CH:10]=1. Yield: 71.0%. Procedure: Using a procedure similar to that described in example 1 except starting with 1-(9,10-dihydro-9,10-methanoanthracen-9-ylmethyl)-4-piperidinone (described in example 5d) and employing 3-bromofuran, the title compound was formed in 71% yield as a white solid, mp 275°-276° C. (dec). free base: 1H NMR (CDCl3, 300 MHz) 7.36 (m, 2H), 7.23 (dd, J=2.5, 5.6 Hz, 2H), 7.17 (dd, J=2.0, 5.4 Hz, 2H), 6.93 (m, 4H), 6.40 (m, 1H), 4.27 (s, 1H), 3.44 (s, 2H), 2.80 (m, 2H), 2.70 (dt, J=2.8, 11.2 Hz, 2H), 2.60 (d, ... The product is C1=CC=CC=2C3C4=CC=CC=C4C(C12)(C3)CN3CCC(CC3)(O)C3=COC=C3 (1-(9,10-Dihydro-9,10-methanoanthracen-9-ylmethyl)-4-(3-furanyl)piperidin-4-ol). Starting materials: C1=CC=CC=2C3C4=CC=CC=C4C(C12)(C3)CN3CCC(CC3)=O (1-(9,10-dihydro-9,10-methanoanthracen-9-ylmethyl)-4-piperidinone), BrC1=COC=C1 (3-bromofuran).